Dataset: the Open Reaction Database (ORD), a public repository of structured organic reaction records. Task: describe an organic reaction: reactants, conditions, products, and yield The reactants are C(C)(C)(C)OC(=O)N[C@@H]1CC[C@@H](CC1)OC1=C2C=CN=C(C2=CC=C1)N (cis-N-(tert-butoxycarbonyl)-4-[(1-amino-5-isoquinolyl)oxy]cyclohexylamine), Cl.CO (hydrogen chloride methanol). The product is Cl.NC1=NC=CC2=C(C=CC=C12)O[C@H]1CC[C@H](CC1)N (cis-4-[(1-amino-5-isoquinolyl)oxy]cyclohexylamine hydrochloride). Reaction SMILES: C(OC([NH:8][C@H:9]1[CH2:14][CH2:13][C@@H:12]([O:15][C:16]2[CH:25]=[CH:24][CH:23]=[C:22]3[C:17]=2[CH:18]=[CH:19][N:20]=[C:21]3[NH2:26])[CH2:11][CH2:10]1)=O)(C)(C)C.[ClH:27].CO>>[ClH:27].[NH2:26][C:21]1[C:22]2[C:17](=[C:16]([O:15][C@@H:12]3[CH2:11][CH2:10][C@H:9]([NH2:8])[CH2:14][CH2:13]3)[CH:25]=[CH:24][CH:23]=2)[CH:18]=[CH:19][N:20]=1 |f:1.2,3.4|. Procedure details: According to the method of Example 1, Step C, deprotection was performed (room temperature, 2 hours) by using Intermediate 131 (76 mg) and 10% hydrogen chloride/methanol solution (2 ml). The solvent was evaporated under reduced pressure, and the residue was added with methanol (1 ml) and diethyl ether (3 ml). The deposited precipitates were collected by filtration and washed with diethyl ether to obtain the title compound (52 mg). The reactants are CNC(C)C\C=C\C=1C=NC=NC1 ((4E)-N-methyl-5-(5-pyrimidinyl)-4-penten-2-amine), O=C([C@H](O)[C@@H](O)[C@@H](O)[C@H](O)C(=O)O)O (galactaric acid), O (Water). Solvent: C(C)O (ethanol). The product is O=C([C@H](O)[C@@H](O)[C@@H](O)[C@H](O)C(=O)O)O.CNC(C)C\C=C\C=1C=NC=NC1.CNC(C)C\C=C\C=1C=NC=NC1 ((4E)-N-Methyl-5-(5-pyrimidinyl)-4-penten-2-amine Hemigalactarate). As a reaction SMILES: [CH3:1][NH:2][CH:3]([CH2:5]/[CH:6]=[CH:7]/[C:8]1[CH:9]=[N:10][CH:11]=[N:12][CH:13]=1)[CH3:4].[O:14]=[C:15]([OH:27])[C@@H:16]([C@H:18]([C@H:20]([C@@H:22]([C:24]([OH:26])=[O:25])[OH:23])[OH:21])[OH:19])[OH:17].O>C(O)C>[O:14]=[C:15]([OH:27])[C@@H:16]([C@H:18]([C@H:20]([C@@H:22]([C:24]([OH:26])=[O:25])[OH:23])[OH:21])[OH:19])[OH:17].[CH3:1][NH:2][CH:3]([CH2:5]/[CH:6]=[CH:7]/[C:8]1[CH:9]=[N:10][CH:11]=[N:12][CH:13]=1)[CH3:4].[CH3:1][NH:2][CH:3]([CH2:5]/[CH:6]=[CH:7]/[C:8]1[CH:9]=[N:10][CH:11]=[N:12][CH:13]=1)[CH3:4] |f:4.5.6|. Reported procedure: To a warm solution of (4E)-N-methyl-5-(5-pyrimidinyl)-4-penten-2-amine (258.6 mg, 1.46 mmol) in absolute ethanol (2.3 mL) was added galactaric acid (153.3 mg, 0.73 mmol). Water (0.8 mL) was added, and the solution was heated to near reflux until most of the solids dissolved. The solution was filtered through glass wool to remove a few white, insoluble particles, washing the filter plug with a warm solution of ethanol-water (4:1, v/v) (1.1 mL). The filtrate was diluted with ethanol (6.5 mL), cool... Reactants: C[O-], CO, CN1CCCC1=O, CCOC(C)=O, CCCCCC, CCC(CC)Oc1cc(C)c(-c2ccc(OC(F)(F)F)cc2OC)nc1Cl, [Na+]. Yields the product CCC(CC)Oc1cc(C)c(-c2ccc(OC(F)(F)F)cc2OC)nc1OC. RXN SMILES: [CH3:1][O-:2].[CH3:31][OH:32].[CH3:33][N:34]1[CH2:35][CH2:36][CH2:37][C:38]1=[O:39].[CH3:40][CH2:41][O:42][C:43]([CH3:44])=[O:45].[CH3:46][CH2:47][CH2:48][CH2:49][CH2:50][CH3:51].[Cl:4][c:5]1[n:6][c:7](-[c:18]2[c:19]([O:29][CH3:30])[cH:20][c:21]([O:24][C:25]([F:26])([F:27])[F:28])[cH:22][cH:23]2)[c:8]([CH3:17])[cH:9][c:10]1[O:11][CH:12]([CH2:13][CH3:14])[CH2:15][CH3:16].[Na+:3]>>[CH3:1][O:2][c:5]1[n:6][c:7](-[c:18]2[c:19]([O:29][CH3:30])[cH:20][c:21]([O:24][C:25]([F:26])([F:27])[F:28])[cH:22][cH:23]2)[c:8]([CH3:17])[cH:9][c:10]1[O:11][CH:12]([CH2:13][CH3:14])[CH2:15][CH3:16]. Reactants: BrC1=C(C(=C(C2=C1C(CO2)C2=CC=C(C=C2)C(C)C)C)C)NC(CC(C)(C)C)=O (N-(4-Bromo-3-(4-isopropylphenyl)-6,7-dimethyl-2,3-dihydro-1-benzofuran-5-yl)-3,3-dimethylbutanamide), CCCCCC.C(C)(=O)OCC (hexane ethyl acetate). Product: C(C)(C)C1=CC=C(C=C1)C1COC2=C1C(=C(C(=C2C)C)NC(CC(C)(C)C)=O)OC (N-(3-(4-Isopropylphenyl)-4-methoxy-6,7-dimethyl-2,3-dihydro-1-benzofuran-5-yl)-3,3-dimethylbutanamide). Isolated yield 21.0%. Reaction SMILES: Br[C:2]1[C:7]2[CH:8]([C:11]3[CH:16]=[CH:15][C:14]([CH:17]([CH3:19])[CH3:18])=[CH:13][CH:12]=3)[CH2:9][O:10][C:6]=2[C:5]([CH3:20])=[C:4]([CH3:21])[C:3]=1[NH:22][C:23](=[O:29])[CH2:24][C:25]([CH3:28])([CH3:27])[CH3:26].CCCCCC.[C:36](OCC)(=[O:38])C>>[CH:17]([C:14]1[CH:15]=[CH:16][C:11]([CH:8]2[C:7]3[C:2]([O:38][CH3:36])=[C:3]([NH:22][C:23](=[O:29])[CH2:24][C:25]([CH3:28])([CH3:27])[CH3:26])[C:4]([CH3:21])=[C:5]([CH3:20])[C:6]=3[O:10][CH2:9]2)=[CH:12][CH:13]=1)([CH3:19])[CH3:18] |f:1.2|. Procedure: Using N-(4-bromo-3-(4-isopropylphenyl)-6,7-dimethyl-2,3-dihydro-1-benzofuran-5-yl)-3,3-dimethylbutanamide obtained in Example 63, the title compound was synthesized in the same manner as in Example 36. Yield: 21%. Melting point: 161-162° C. (hexane-ethyl acetate).